This data is from the Open Reaction Database (ORD), a public repository of structured organic reaction records. The task is: describe an organic reaction: reactants, conditions, products, and yield As a reaction SMILES: C[O:2][C:3]([C:5]1[CH:10]=[CH:9][C:8]([C:11]2[O:12][CH2:13][C@H:14]([CH:16]([CH3:18])[CH3:17])[N:15]=2)=[CH:7][CH:6]=1)=[O:4].[OH-].[K+].O.CO>C(OCC)C>[C:3]([C:5]1[CH:10]=[CH:9][C:8]([C:11]2[O:12][CH2:13][C@H:14]([CH:16]([CH3:18])[CH3:17])[N:15]=2)=[CH:7][CH:6]=1)([OH:4])=[O:2] |f:1.2|. The solvent is C(C)OCC (diethyl ether). Starting materials: COC(=O)C1=CC=C(C=C1)C=1OC[C@@H](N1)C(C)C ((S)-2-(4-[methoxycarbonyl]phenyl)-4-isopropyl-2-oxazoline), [OH-].[K+] (potassium hydroxide), O (water), CO (methanol), ice. Procedure details: A mixture of 3 g of (S)-2-(4-[methoxycarbonyl]phenyl)-4-isopropyl-2-oxazoline, 3 g of potassium hydroxide, 5 ml of water and 50 ml of methanol is heated at 75° C. on an oil bath for 4 hours. The cooled mixture is treated with 10 ml of ice-cold 3N hydrochloric acid and the liberated acid is taken up in 150 ml of diethyl ether. The separated aqueous phase is back-extracted twice with 100 ml of diethyl ether each time. The combined organic phases are washed with 50 ml of 2N sodium carbonate solutio... Conditions: temperature 75 celsius. The product is C(=O)(O)C1=CC=C(C=C1)C=1OC[C@@H](N1)C(C)C ((S)-2-(4-carboxyphenyl)-4-isopropyl-2-oxazoline).